From a dataset of the Open Reaction Database (ORD), a public repository of structured organic reaction records. describe an organic reaction: reactants, conditions, products, and yield Starting materials: N[C@@H](CC1=CC=C(C=C1)O)C(=O)O.N1(CCOCC1)[NH-] (H-(L)-Tyr morpholin-4-ylamide), C1CCC(CC1)N=C=NC2CCCCC2 (DCC), C=1C=CC2=C(C1)N=NN2O (HOBT), N([C@@H](C(C)C)C(=O)O)C(=O)OCC1=CC=CC=C1 (Z-(L)-Val-OH), ( B ). Run in C(Cl)Cl (methylene chloride), C(Cl)Cl (methylene chloride). Conditions: time 20 minute. Yields the product N([C@@H](C(C)C)C(=O)N[C@@H](CC1=CC=C(C=C1)O)C(=O)O)C(=O)OCC1=CC=CC=C1.N1(CCOCC1)[NH-] (Z-(L)-Val-(L)-Tyr morpholin-4-ylamide). Reaction SMILES: C1CCC(N=C=NC2CCCCC2)CC1.C1C=CC2N(O)N=NC=2C=1.[NH:26]([C:34]([O:36][CH2:37][C:38]1[CH:43]=[CH:42][CH:41]=[CH:40][CH:39]=1)=[O:35])[C@H:27]([C:31]([OH:33])=O)[CH:28]([CH3:30])[CH3:29].[NH2:44][C@H:45]([C:54]([OH:56])=[O:55])[CH2:46][C:47]1[CH:52]=[CH:51][C:50]([OH:53])=[CH:49][CH:48]=1.[N:57]1([NH-:63])[CH2:62][CH2:61][O:60][CH2:59][CH2:58]1>C(Cl)Cl>[NH:26]([C:34]([O:36][CH2:37][C:38]1[CH:43]=[CH:42][CH:41]=[CH:40][CH:39]=1)=[O:35])[C@H:27]([C:31]([NH:44][C@H:45]([C:54]([OH:56])=[O:55])[CH2:46][C:47]1[CH:48]=[CH:49][C:50]([OH:53])=[CH:51][CH:52]=1)=[O:33])[CH:28]([CH3:29])[CH3:30].[N:57]1([NH-:63])[CH2:62][CH2:61][O:60][CH2:59][CH2:58]1 |f:3.4,6.7|. Procedure: At 0° C., 5.18 g (25 mmol) of DCC and 3.73 g (27.5 mmol) of HOBT are added to a solution of 6.3 g (25 mmol) of Z-(L)-Val-OH in 400 ml of methylene chloride and the mixture is then stirred for 20 min. A solution of 6.27 g (25 mmol) of H-(L)-Tyr-morpholin-4-ylamide in 600 ml of methylene chloride is subsequently added. After the mixture has been stirred for 18 h at RT, working up is carried out as described in Example 41 A) a): TLC Rf (B)=0.50. Starting materials: CC(=C1C=CC=CC1C2=CC=C(C=C2)OCC(CO)O)C (phenoxy resin), phenoxy, CC=1C=C(C=CC1N)C1(C2=CC=CC=C2C=2C=CC=CC12)C1=CC(=C(C=C1)N)C (9,9-bis(3-methyl-4-aminophenyl)fluorene), OS(=O)(=O)C(F)(F)F (triflic acid), C(C)C=1NC=C(N1)C (2-ethyl-4-methylimidazole), epoxy resin, solids, C[C@@]1(C2CC3C(C(=O)C(=C([C@]3(C(=O)C2=C(C4=C1C=CC=C4O)O)O)O)C(=O)N)N(C)C)O.Cl (Quatrex), diglycidyl ether of bisphenol A epoxy resin, epoxy resins. Solvent: methyl ether ketone. Yields the product C1(=CC=CC=2C3=CC=CC=C3CC12)N (fluorene-amine). RXN SMILES: CC(C)=C1C(C2C=CC(OCC(O)CO)=CC=2)C=CC=C1.C[C@@:23]1(O)[C:38]2C=CC=C(O)[C:37]=2[C:36](O)=[C:35]2[CH:24]1C[CH:26]1[C@:32](O)([C:33]2=O)[C:31](O)=[C:30](C(N)=O)[C:28](=O)[CH:27]1[N:50](C)C.Cl.CC1C=C(C2(C3C=CC(N)=C(C)C=3)C3C=CC=CC=3C3C2=CC=CC=3)C=CC=1N.OS(C(F)(F)F)(=O)=O.C(C1NC=C(C)N=1)C>>[C:27]1([NH2:50])[C:26]2[CH2:36][C:35]3[C:33](=[CH:37][CH:38]=[CH:23][CH:24]=3)[C:32]=2[CH:31]=[CH:30][CH:28]=1 |f:1.2|. Procedure: An adhesive of the present invention was made by mixing together 25 parts of PKHS, a phenoxy resin from the Union Carbide Corporation, 52 parts of Quatrex 1010, a diglycidyl ether of bisphenol A epoxy resin from the Dow Chemical Company, and 23 parts of 9,9-bis(3-methyl-4-aminophenyl)fluorene (hereinafter BAFOT). These three constituents were stirred to a uniform paste, using methyl ether ketone (MEK) as a solvent for the solution of the phenoxy and epoxy resins, followed by blending in the rela... Starting materials: C[SiH](C)OC(C1OCC=CC1O)C(C)(C)C, CSC, ClCCl, O=C(OO)c1cccc(Cl)c1. Product: C[SiH](C)OC(C1OCC2OC2C1O)C(C)(C)C. As a reaction SMILES: [C:1]([CH3:2])([CH3:3])([CH3:4])[CH:5]([CH:6]1[O:7][CH2:8][CH:9]=[CH:10][CH:11]1[OH:12])[O:13][SiH:14]([CH3:15])[CH3:16].[CH3:28][S:29][CH3:30].[Cl:31][CH2:32][Cl:33].[OH:17][O:18][C:19]([c:20]1[cH:21][c:22]([Cl:23])[cH:24][cH:25][cH:26]1)=[O:27]>>[C:1]([CH3:2])([CH3:3])([CH3:4])[CH:5]([CH:6]1[O:7][CH2:8][CH:9]2[CH:10]([CH:11]1[OH:12])[O:17]2)[O:13][SiH:14]([CH3:15])[CH3:16]. Starting materials: CCOC(=O)Cn1c(C)nc2c(OCc3ccccc3)cccc21, C1CCOC1, CCO, [H][H]. The product is CCOC(=O)Cn1c(C)nc2c(O)cccc21. Reaction SMILES: [CH2:1]([c:2]1[cH:3][cH:4][cH:5][cH:6][cH:7]1)[O:8][c:9]1[cH:10][cH:11][cH:12][c:13]2[n:14]([CH2:19][C:20](=[O:21])[O:22][CH2:23][CH3:24])[c:15]([CH3:18])[n:16][c:17]12.[CH2:30]1[O:31][CH2:32][CH2:33][CH2:34]1.[CH3:27][CH2:28][OH:29].[H:25][H:26]>>[OH:8][c:9]1[cH:10][cH:11][cH:12][c:13]2[n:14]([CH2:19][C:20](=[O:21])[O:22][CH2:23][CH3:24])[c:15]([CH3:18])[n:16][c:17]12. Reactants: C1CCOC1, CC(=O)O, [Na+], C=CCOC(=O)C1=C(c2cccc(CO[Si](CC)(CC)CC)c2)CC2C(C(C)O[Si](CC)(CC)CC)C(=O)N12, O, O=C([O-])O. Product: C=CCOC(=O)C1=C(c2cccc(CO)c2)CC2C(C(C)O[Si](CC)(CC)CC)C(=O)N12. RXN SMILES: [CH2:50]1[O:51][CH2:52][CH2:53][CH2:54]1.[CH3:41][C:42](=[O:43])[OH:44].[Na+:45].[O:1]=[C:2]1[CH:3]([CH:30]([CH3:31])[O:32][Si:33]([CH2:34][CH3:35])([CH2:36][CH3:37])[CH2:38][CH3:39])[CH:4]2[CH2:5][C:6]([c:15]3[cH:16][c:17]([CH2:21][O:22][Si:23]([CH2:24][CH3:25])([CH2:26][CH3:27])[CH2:28][CH3:29])[cH:18][cH:19][cH:20]3)=[C:7]([C:9](=[O:10])[O:11][CH2:12][CH:13]=[CH2:14])[N:8]12.[OH2:40].[OH:46][C:47](=[O:48])[O-:49]>>[O:1]=[C:2]1[CH:3]([CH:30]([CH3:31])[O:32][Si:33]([CH2:34][CH3:35])([CH2:36][CH3:37])[CH2:38][CH3:39])[CH:4]2[CH2:5][C:6]([c:15]3[cH:16][c:17]([CH2:21][OH:22])[cH:18][cH:19][cH:20]3)=[C:7]([C:9](=[O:10])[O:11][CH2:12][CH:13]=[CH2:14])[N:8]12. Starting materials: C (Charcoal), C(=O)(OC)C1=C(NC(=C(C1C1=CC=C(C=C1)F)C(=O)OC)C(C)C)C(C)C (3,5-Dicarbomethoxy-1,4-Dihydro-4-(4-fluorophenyl)-2,6-bis(1-methylethyl),pyridine), [S] (sulfur), S (hydrogen sulfide). The solvent is C(C)(=O)OCC (ethyl acetate), C=1(C(=CC=CC1)C)C (xylene). Yields the product C(=O)(OC)C=1C(=NC(=C(C1C1=CC=C(C=C1)F)C(=O)OC)C(C)C)C(C)C (3,5-Dicarbomethoxy-4-(4-fluorophenyl)-2,6-bis(1-methylethyl)pyridine). As a reaction SMILES: [C:1]([C:5]1[CH:10]([C:11]2[CH:16]=[CH:15][C:14]([F:17])=[CH:13][CH:12]=2)[C:9]([C:18]([O:20][CH3:21])=[O:19])=[C:8]([CH:22]([CH3:24])[CH3:23])[NH:7][C:6]=1[CH:25]([CH3:27])[CH3:26])([O:3][CH3:4])=[O:2].[S].S.C>C1(C)C(C)=CC=CC=1.C(OCC)(=O)C>[C:1]([C:5]1[C:6]([CH:25]([CH3:27])[CH3:26])=[N:7][C:8]([CH:22]([CH3:23])[CH3:24])=[C:9]([C:18]([O:20][CH3:21])=[O:19])[C:10]=1[C:11]1[CH:12]=[CH:13][C:14]([F:17])=[CH:15][CH:16]=1)([O:3][CH3:4])=[O:2] |^3:27|. Procedure details: A mixture of 300 g dihydropyridine of Step 1 and 2 g freshly sublimed sulfur in 100 ml xylene was heated to 200°-210° C. for 30 minutes. When the development of hydrogen sulfide had subsided, the reaction mixture was cooled to room temperature, and ca. 100 g of Charcoal plus 1000 ml of ethyl acetate was added. This mixture was heated to reflux for 6 hours and then filtered through Celite filter aid. The filtrate was concentrated under vacuum and the residue was chromatographed on silica-gel, elu... Reactants: C1(CCCCC1)NC1CCCCC1 (dicyclohexylamine), C12(CC3CC(CC(C1)C3)C2)C=2C=C(C(=O)NC3=CC=C(C(=O)O)C=C3)C=CC2OC (4-[3-(1-adamantyl)-4-methoxy benzamido] benzoic acid), S(=O)(Cl)Cl (thionyl chloride). The solvent is C1CCOC1 (THF). Conditions: temperature 0 celsius, time 3 hour. Yields the product C12(CC3CC(CC(C1)C3)C2)C=2C=C(C(=O)NC3=CC=C(C(=O)Cl)C=C3)C=CC2OC (4-[3-(1-adamantyl)-4-methoxy benzamido] benzoic acid chloride). As a reaction SMILES: [C:1]12([C:11]3[CH:12]=[C:13]([CH:26]=[CH:27][C:28]=3[O:29][CH3:30])[C:14]([NH:16][C:17]3[CH:25]=[CH:24][C:20]([C:21](O)=[O:22])=[CH:19][CH:18]=3)=[O:15])[CH2:10][CH:5]3[CH2:6][CH:7]([CH2:9][CH:3]([CH2:4]3)[CH2:2]1)[CH2:8]2.C1(NC2CCCCC2)CCCCC1.S(Cl)([Cl:46])=O>C1COCC1>[C:1]12([C:11]3[CH:12]=[C:13]([CH:26]=[CH:27][C:28]=3[O:29][CH3:30])[C:14]([NH:16][C:17]3[CH:25]=[CH:24][C:20]([C:21]([Cl:46])=[O:22])=[CH:19][CH:18]=3)=[O:15])[CH2:10][CH:5]3[CH2:6][CH:7]([CH2:9][CH:3]([CH2:4]3)[CH2:2]1)[CH2:8]2. Reported procedure: 2.0 g (5 mmoles) of 4-[3-(1-adamantyl)-4-methoxy benzamido] benzoic acid are dissolved in 60 ml of THF. 1.1 g (6 mmoles of dicyclohexylamine are slowly added. A white precipitate is immediately formed. The reaction mixture is then cooled to 0° C. and 0.7 g (6 mmoles) of thionyl chloride is slowly added. The reaction mixture is stirred for 3 hours at ambient temperature. The solid that forms is filtered and then the filtrate is evaporated. The resulting residue is used, as is, in the following sy...